From a dataset of the Open Reaction Database (ORD), a public repository of structured organic reaction records. describe an organic reaction: reactants, conditions, products, and yield Reactants: C(C)(=O)OC1C(N(CC1)CC(=O)O)=O ((R/S)-2-(3-acetoxy-2-oxo-1-pyrrolidinyl)acetic acid), ON1C(CCC1=O)=O (N-hydroxysuccinimide), C1(CCCCC1)N=C=NC1CCCCC1 (dicyclohexylcarbodiimide). Solvent: C(Cl)(Cl)Cl (chloroform), C(Cl)(Cl)Cl (chloroform). Conditions: time 4 hour. Yields the product OC1C(N(CC1)CC(=O)N)=O ((R/S)-2-(3-hydroxy-2-oxo-1-pyrrolidinyl)acetamide). Reaction SMILES: C1([N:7]=C=NC2CCCCC2)CCCCC1.C([O:19][CH:20]1[CH2:24][CH2:23][N:22]([CH2:25][C:26](O)=[O:27])[C:21]1=[O:29])(=O)C.ON1C(=O)CCC1=O>C(Cl)(Cl)Cl>[OH:19][CH:20]1[CH2:24][CH2:23][N:22]([CH2:25][C:26]([NH2:7])=[O:27])[C:21]1=[O:29]. Procedure details: 1.64 g of dicyclohexylcarbodiimide dissolved in 20 ml of chloroform are added at room temperature to 1.5 g of (R/S)-2-(3-acetoxy-2-oxo-1-pyrrolidinyl)acetic acid, 40 ml of chloroform and 0.86 g of N-hydroxysuccinimide. After 4 hours, the solid is filtered, whereupon the filtrate is concentrated and again filtered. The filtrate is evaporated. The residue is treated at room temperature with 40 ml of a saturated solution of ammonia in methanol. The mixture is stirred at room temperature for 5 minut...